Task: describe an organic reaction: reactants, conditions, products, and yield. Dataset: the Open Reaction Database (ORD), a public repository of structured organic reaction records Reactants: [H-].[Na+] (sodium hydride), C([O-])(O)=O.[Na+] (sodium bicarbonate), OC1=CC=2CC[C@H]3[C@@H]4CC=C([C@@]4(C)CC[C@@H]3C2C=C1)C(NCCCCCCC)=O (3-Hydroxy-17-(N-heptylcarbamoyl) estra-1,3,5(10),16-tetraene), ClS(=O)(=O)N (chlorosulfonamide). Run in CN(C)C=O (DMF). Reaction conditions: time 30 minute. Yields the product S(N)(=O)(=O)OC1=CC=2CC[C@H]3[C@@H]4CC=C([C@@]4(C)CC[C@@H]3C2C=C1)C(NCCCCCCC)=O (3-Sulfamoyloxy-17-(N-heptylcarbamoyl)-estra-1,3,5(10),16-tetraene). Yield: 61.0%. As a reaction SMILES: [H-].[Na+].[OH:3][C:4]1[CH:21]=[CH:20][C:19]2[C@@H:18]3[C@H:9]([C@H:10]4[C@@:14]([CH2:16][CH2:17]3)([CH3:15])[C:13]([C:22](=[O:31])[NH:23][CH2:24][CH2:25][CH2:26][CH2:27][CH2:28][CH2:29][CH3:30])=[CH:12][CH2:11]4)[CH2:8][CH2:7][C:6]=2[CH:5]=1.Cl[S:33]([NH2:36])(=[O:35])=[O:34].C(=O)(O)[O-].[Na+]>CN(C=O)C>[S:33]([O:3][C:4]1[CH:21]=[CH:20][C:19]2[C@@H:18]3[C@H:9]([C@H:10]4[C@@:14]([CH2:16][CH2:17]3)([CH3:15])[C:13]([C:22](=[O:31])[NH:23][CH2:24][CH2:25][CH2:26][CH2:27][CH2:28][CH2:29][CH3:30])=[CH:12][CH2:11]4)[CH2:8][CH2:7][C:6]=2[CH:5]=1)(=[O:35])(=[O:34])[NH2:36] |f:0.1,4.5|. Procedure: About 29.6 mg of sodium hydride was added to a solution comprising about 250 mg of compound 4a in about 20 ml of anhydrous DMF at 0° C. under nitrogen. The solution was stirred for 30 minutes and about 1.22 g of chlorosulfonamide was slowly added in one portion. The solution was then stirred at room temperature for 24 hours. The mixture was poured into a cold saturated sodium bicarbonate solution and the resulting solution was extracted with methylene chloride (3×50 ml). The organic layer was se... The reactants are O=C=NS(=O)(=O)c1ccccc1OC(F)F, COc1nc(N)nc(NC(C)(C)C)n1, C1COCCO1. Product: COc1nc(NC(=O)NS(=O)(=O)c2ccccc2OC(F)F)nc(NC(C)(C)C)n1. Reaction SMILES: [F:1][CH:2]([O:3][c:4]1[c:5]([S:10](=[O:11])(=[O:12])[N:13]=[C:14]=[O:15])[cH:6][cH:7][cH:8][cH:9]1)[F:16].[NH2:17][c:18]1[n:19][c:20]([O:29][CH3:30])[n:21][c:22]([NH:24][C:25]([CH3:26])([CH3:27])[CH3:28])[n:23]1.[O:31]1[CH2:32][CH2:33][O:34][CH2:35][CH2:36]1>>[F:1][CH:2]([O:3][c:4]1[c:5]([S:10](=[O:11])(=[O:12])[NH:13][C:14](=[O:15])[NH:17][c:18]2[n:19][c:20]([O:29][CH3:30])[n:21][c:22]([NH:24][C:25]([CH3:26])([CH3:27])[CH3:28])[n:23]2)[cH:6][cH:7][cH:8][cH:9]1)[F:16]. Starting materials: O1CCOCC1 (1,4-dioxane), BrC1=CC(=C(C=C1)S(=O)(=O)NC=1SC=CN1)F (4-bromo-2-fluoro-N-thiazol-2-yl-benzenesulfonamide), CC(C)([O-])C.[Na+] (sodium tert-butoxide), CC1(C2=CC=CC(=C2OC=2C(=CC=CC12)P(C1=CC=CC=C1)C1=CC=CC=C1)P(C1=CC=CC=C1)C1=CC=CC=C1)C (9,9-dimethyl-4,5-bis(diphenylphosphino)xanthene), NC=1SC=C(N1)C1=CC=C(C=C1)Cl (2-amino-4-(4-chlorophenyl)thiazole). Reagents/catalysts: C=1C=CC(=CC1)/C=C/C(=O)/C=C/C2=CC=CC=C2.C=1C=CC(=CC1)/C=C/C(=O)/C=C/C2=CC=CC=C2.C=1C=CC(=CC1)/C=C/C(=O)/C=C/C2=CC=CC=C2.[Pd].[Pd] (tris(dibenzylideneacetone)dipalladium(0)). Procedure details: Into a vial was added the 4-bromo-2-fluoro-N-thiazol-2-yl-benzenesulfonamide (50 mg, 0.0001 mol), sodium tert-butoxide (43 mg, 0.00044 mol), 9,9-dimethyl-4,5-bis(diphenylphosphino)xanthene (1.0E1 mg, 0.000018 mol), tris(dibenzylideneacetone)dipalladium(0) (5.4 mg, 0.0000059 mol), 2-amino-4-(4-chlorophenyl)thiazole and the de-gassed anhydrous 1,4-dioxane (2.0 mL, 0.026 mol). The reaction mixture was heated at 150° C. for 1 h in microwave. The reaction mixture was filtered through celite and the f... Reaction SMILES: Br[C:2]1[CH:7]=[CH:6][C:5]([S:8]([NH:11][C:12]2[S:13][CH:14]=[CH:15][N:16]=2)(=[O:10])=[O:9])=[C:4]([F:17])[CH:3]=1.CC(C)([O-])C.[Na+].[CH3:24][C:25]1([CH3:65])[C:38]2C=CC=C(P(C3C=CC=CC=3)C3C=CC=CC=3)[C:33]=2OC2[C:26]1=CC=CC=2P(C1C=CC=CC=1)C1C=CC=CC=1.[NH2:66][C:67]1[S:68]C=C(C2C=CC(Cl)=CC=2)[N:71]=1.O1CCOCC1>C1C=CC(/C=C/C(/C=C/C2C=CC=CC=2)=O)=CC=1.C1C=CC(/C=C/C(/C=C/C2C=CC=CC=2)=O)=CC=1.C1C=CC(/C=C/C(/C=C/C2C=CC=CC=2)=O)=CC=1.[Pd].[Pd]>[C:25]([C:38]1[N:66]=[C:67]([NH:71][C:2]2[CH:7]=[CH:6][C:5]([S:8]([NH:11][C:12]3[S:13][CH:14]=[CH:15][N:16]=3)(=[O:10])=[O:9])=[C:4]([F:17])[CH:3]=2)[S:68][CH:33]=1)([CH3:65])([CH3:26])[CH3:24] |f:1.2,6.7.8.9.10|. Isolated yield 40.0%. Reaction conditions: temperature 150 celsius. Yields the product C(C)(C)(C)C=1N=C(SC1)NC1=CC(=C(C=C1)S(=O)(=O)NC=1SC=CN1)F (4-(4-Tert-butyl-thiazol-2-ylamino)-2-fluoro-N-thiazol-2-yl-benzenesulfonamide).